From a dataset of the Open Reaction Database (ORD), a public repository of structured organic reaction records. describe an organic reaction: reactants, conditions, products, and yield Starting materials: CCOC(=O)C(C)Br, CS(C)=O, Oc1ncn(-c2ccc(Cl)cc2)n1, [H-], [Na+]. Yields the product CCOC(=O)C(C)Oc1ncn(-c2ccc(Cl)cc2)n1. RXN SMILES: [Br:16][CH:17]([C:18](=[O:19])[O:20][CH2:21][CH3:22])[CH3:23].[CH3:24][S:25]([CH3:26])=[O:27].[Cl:1][c:2]1[cH:3][cH:4][c:5](-[n:8]2[n:9][c:10]([OH:13])[n:11][cH:12]2)[cH:6][cH:7]1.[H-:14].[Na+:15]>>[Cl:1][c:2]1[cH:3][cH:4][c:5](-[n:8]2[n:9][c:10]([O:13][CH:17]([C:18](=[O:19])[O:20][CH2:21][CH3:22])[CH3:23])[n:11][cH:12]2)[cH:6][cH:7]1. Starting materials: NC1=NC=CC2=C1C(=CO2)C=2C(=C1CCN(C1=CC2)C(=O)OC(C)(C)C)F (1,1-dimethylethyl 5-(4-aminofuro[3,2-c]pyridin-3-yl)-4-fluoro-2,3-dihydro-1H-indole-1-carboxylate), Cl (HCl), O1CCOCC1 (dioxane). Conditions: time 16 hour. Yields the product FC1=C2CCNC2=CC=C1C1=COC2=C1C(=NC=C2)N (3-(4-fluoro-2,3-dihydro-1H-indol-5-yl)furo[3,2-c]pyridin-4-amine). Isolated yield 100.0%. Reaction SMILES: [NH2:1][C:2]1[C:7]2[C:8]([C:11]3[C:12]([F:27])=[C:13]4[C:17](=[CH:18][CH:19]=3)[N:16](C(OC(C)(C)C)=O)[CH2:15][CH2:14]4)=[CH:9][O:10][C:6]=2[CH:5]=[CH:4][N:3]=1.Cl.O1CCOCC1>>[F:27][C:12]1[C:11]([C:8]2[C:7]3[C:2]([NH2:1])=[N:3][CH:4]=[CH:5][C:6]=3[O:10][CH:9]=2)=[CH:19][CH:18]=[C:17]2[C:13]=1[CH2:14][CH2:15][NH:16]2. Procedure: A mixture of 1,1-dimethylethyl 5-(4-aminofuro[3,2-c]pyridin-3-yl)-4-fluoro-2,3-dihydro-1H-indole-1-carboxylate (205 mg, 0.555 mmol) and HCl, 4.0 M in dioxane (2775 μl, 11.10 mmol) was stirred at room temperature under Nitrogen for 16 hr. The reaction mixture was then concentrated in vacuo to give 3-(4-fluoro-2,3-dihydro-1H-indol-5-yl)furo[3,2-c]pyridin-4-amine (226 mg, 0.555 mmol, 100% yield) as an off-white solid. LC/MS (ES) m/z=270 [M+H]+. Starting materials: C1(=CC=CC=C1)P(CCCCP(C1=CC=CC=C1)C1=CC=CC=C1)C1=CC=CC=C1 (1,4-bis(diphenylphosphino)butane), C(C=C)NC1(CC2(COCCC2)OC2=CC=C(C=C12)Br)CON(C(OC(C)(C)C)=O)C (tert-butyl (4-(allylamino)-6-bromo-2′,4′,5′,6′-tetrahydrospiro[chroman-2,3′-pyran]-4-yl)methoxy(methyl)carbamate), C(C=1C(S)=CC=CC1)(=O)O (thiosalicylic acid). The product is NC1(CC2(COCCC2)OC2=CC=C(C=C12)Br)CON(C(OC(C)(C)C)=O)C (tert-butyl (4-amino-6-bromo-2′,4′,5′,6′-tetrahydrospiro[chroman-2,3′-pyran]-4-yl)methoxy(methyl)carbamate). Reaction SMILES: C1(P(C2C=CC=CC=2)CCCCP(C2C=CC=CC=2)C2C=CC=CC=2)C=CC=CC=1.C([NH:34][C:35]1([CH2:51][O:52][N:53]([CH3:61])[C:54](=[O:60])[O:55][C:56]([CH3:59])([CH3:58])[CH3:57])[C:49]2[C:44](=[CH:45][CH:46]=[C:47]([Br:50])[CH:48]=2)[O:43][C:37]2([CH2:42][CH2:41][CH2:40][O:39][CH2:38]2)[CH2:36]1)C=C.C(O)(=O)C1C(=CC=CC=1)S>C1COCC1.C1C=CC(/C=C/C(/C=C/C2C=CC=CC=2)=O)=CC=1.C1C=CC(/C=C/C(/C=C/C2C=CC=CC=2)=O)=CC=1.C1C=CC(/C=C/C(/C=C/C2C=CC=CC=2)=O)=CC=1.[Pd].[Pd]>[NH2:34][C:35]1([CH2:51][O:52][N:53]([CH3:61])[C:54](=[O:60])[O:55][C:56]([CH3:57])([CH3:58])[CH3:59])[C:49]2[C:44](=[CH:45][CH:46]=[C:47]([Br:50])[CH:48]=2)[O:43][C:37]2([CH2:42][CH2:41][CH2:40][O:39][CH2:38]2)[CH2:36]1 |f:4.5.6.7.8|. Solvent: C1CCOC1 (THF), C1CCOC1 (THF). The reagents and catalysts are C=1C=CC(=CC1)/C=C/C(=O)/C=C/C2=CC=CC=C2.C=1C=CC(=CC1)/C=C/C(=O)/C=C/C2=CC=CC=C2.C=1C=CC(=CC1)/C=C/C(=O)/C=C/C2=CC=CC=C2.[Pd].[Pd] (Pd2(dba)3). Run at time 16 hour. Procedure details: A solution of Pd2(dba)3 (7.6 mg, 0.038 mmol) and 1,4-bis(diphenylphosphino)butane (3.6 mg, 0.038 mmol) in THF (3 mL) under N2 atmosphere was stirred for 15 min. Then the solution was added to a solution of tert-butyl (4-(allylamino)-6-bromo-2′,4′,5′,6′-tetrahydrospiro[chroman-2,3′-pyran]-4-yl)methoxy(methyl)carbamate produced in previous step in THF (3 mL), followed by thiosalicylic acid (14 mg, 0.91 mmol). The mixture was stirred for 16 h. The solvent was removed under reduced pressure. The res... The reactants are C(C1=CC=CC=C1)(=O)[O-].[Na+] (sodium benzoate), BrCC1OC(OC1)(C)C (4-bromomethyl-2,2-dimethyl-1,3-dioxolane). The solvent is CN(C=O)C (N,N-dimethylformamide). Run at temperature 150 celsius, time 15 hour. Yields the product C(C1=CC=CC=C1)(=O)OCC1OC(OC1)(C)C (4-benzoyloxymethyl-2,2-dimethyl-1,3-dioxolane). The yield is 91.0%. RXN SMILES: [C:1]([O-:9])(=[O:8])[C:2]1[CH:7]=[CH:6][CH:5]=[CH:4][CH:3]=1.[Na+].Br[CH2:12][CH:13]1[CH2:17][O:16][C:15]([CH3:19])([CH3:18])[O:14]1>CN(C)C=O>[C:1]([O:9][CH2:12][CH:13]1[CH2:17][O:16][C:15]([CH3:19])([CH3:18])[O:14]1)(=[O:8])[C:2]1[CH:7]=[CH:6][CH:5]=[CH:4][CH:3]=1 |f:0.1|. Reported procedure: Then, sodium benzoate (50.44 g, 0.35 mol) were added to a mixture of 4-bromomethyl-2,2-dimethyl-1,3-dioxolane (58.52 g, 0.3 mol) and N,N-dimethylformamide (500 ml) and the resulting mixture was stirred for 15 hours at 150° C. After cooling the salt was filtered and N,N-dimethylformamide was removed in vacuo and water was added to the residue and extracted with toluene. The extract was washed with saturated brine, dried over anhydrous sodium sulfate and condensed in vacuo to give 64.5 g of crude ... Starting materials: NC1=NC(=NC=C1)CCCCCN1C(C=2C(C1=O)=CC=CC2)=O (4-amino-2-(5-phthalimidopentyl)pyrimidine), C(CC)N=C=S (propylisothiocyanate). The solvent is N1=CC=CC=C1 (pyridine). Yields the product C(CC)NC(NC1=NC(=NC=C1)CCCCCN1C(C=2C(C1=O)=CC=CC2)=O)=S (4-(3-propylthioureido)-2-(5-phthalimidopentyl)pyrimidine). The yield is 64.1%. RXN SMILES: [NH2:1][C:2]1[CH:7]=[CH:6][N:5]=[C:4]([CH2:8][CH2:9][CH2:10][CH2:11][CH2:12][N:13]2[C:17](=[O:18])[C:16]3=[CH:19][CH:20]=[CH:21][CH:22]=[C:15]3[C:14]2=[O:23])[N:3]=1.[CH2:24]([N:27]=[C:28]=[S:29])[CH2:25][CH3:26]>N1C=CC=CC=1>[CH2:24]([NH:27][C:28](=[S:29])[NH:1][C:2]1[CH:7]=[CH:6][N:5]=[C:4]([CH2:8][CH2:9][CH2:10][CH2:11][CH2:12][N:13]2[C:14](=[O:23])[C:15]3=[CH:22][CH:21]=[CH:20][CH:19]=[C:16]3[C:17]2=[O:18])[N:3]=1)[CH2:25][CH3:26]. Procedure details: A mixture of 4-amino-2-(5-phthalimidopentyl)pyrimidine (2 g.) and propylisothiocyanate (1 g.) in pyridine (5 ml.) was heated under reflux for 16 hours then evaporated to dryness. The residual solid was triturated with acetonitrile to give 4-(3-propylthioureido)-2-(5-phthalimidopentyl)pyrimidine (1.7 g.), m.p. 146°-9°. The reactants are Br.NC=1N=C(SC1)Br (4-amino-2-bromothiazole hydrobromide), C(C(C)C)(=O)Cl (isobutyryl chloride), C(C)(=O)[O-].[Na+] (sodium acetate). The solvent is N1=CC=CC=C1 (pyridine). Run at time 1 hour. Product: BrC=1SC=C(N1)NC(C(C)C)=O (2-Bromo-4-isobutyramidothiazole). The yield is 20.0%. RXN SMILES: [C:1](Cl)(=[O:5])[CH:2]([CH3:4])[CH3:3].Br.[NH2:8][C:9]1[N:10]=[C:11]([Br:14])[S:12][CH:13]=1.C([O-])(=O)C.[Na+]>N1C=CC=CC=1>[Br:14][C:11]1[S:12][CH:13]=[C:9]([NH:8][C:1](=[O:5])[CH:2]([CH3:4])[CH3:3])[N:10]=1 |f:1.2,3.4|. Procedure: A solution of isobutyryl chloride (4.15 ml, 40 mM) in pyridine (50 ml) was cooled to 0° C. and treated portionwise with 4-amino-2-bromothiazole hydrobromide (7.8 g, 30 mM). After stirring for 1 h. the reaction mixture was poured onto 20% aqueous sodium acetate solution (500 ml) and extracted with chloroform (3×200 ml). The combined organic layers were dried and the solvents removed under reduced pressure to yield an oil which eventually crystallised. Recrystallisation from 60°-80° petroleum ethe...